This data is from the Open Reaction Database (ORD), a public repository of structured organic reaction records. The task is: describe an organic reaction: reactants, conditions, products, and yield The reactants are CCCC[N+](CCCC)(CCCC)CCCC, [F-], CC(C)[Si](OCCOc1cc(F)ccc1F)(C(C)C)C(C)C, C1CCOC1. Yields the product OCCOc1cc(F)ccc1F. As a reaction SMILES: [CH3:24][CH2:25][CH2:26][CH2:27][N+:28]([CH2:29][CH2:30][CH2:31][CH3:32])([CH2:33][CH2:34][CH2:35][CH3:36])[CH2:37][CH2:38][CH2:39][CH3:40].[F-:23].[F:1][c:2]1[c:3]([O:4][CH2:5][CH2:6][O:7][Si:8]([CH:9]([CH3:10])[CH3:11])([CH:12]([CH3:13])[CH3:14])[CH:15]([CH3:16])[CH3:17])[cH:18][c:19]([F:22])[cH:20][cH:21]1.[O:41]1[CH2:42][CH2:43][CH2:44][CH2:45]1>>[F:1][c:2]1[c:3]([O:4][CH2:5][CH2:6][OH:7])[cH:18][c:19]([F:22])[cH:20][cH:21]1. Starting materials: FC(CCCOC1=CC=C(C=C1)C1=NN(C(O1)=O)CCOC)(F)F (5-[4-(4,4,4-trifluorobutoxy)phenyl]-3-methoxyethyl-1,3,4-oxadiazol-2(3H)-one), B(Br)(Br)Br (boron tribromide), C([O-])(O)=O.[Na+] (sodium bicarbonate). Solvent: ClCCl (dichloromethane). The product is FC(CCCOC1=CC=C(C=C1)C1=NN(C(O1)=O)CCO)(F)F (5-[4-(4,4,4-trifluorobutoxy)phenyl]-3-hydroxyethyl-1,3,4-oxadiazol-2(3H)-one). Isolated yield 29.8%. RXN SMILES: [F:1][C:2]([F:24])([F:23])[CH2:3][CH2:4][CH2:5][O:6][C:7]1[CH:12]=[CH:11][C:10]([C:13]2[O:17][C:16](=[O:18])[N:15]([CH2:19][CH2:20][O:21]C)[N:14]=2)=[CH:9][CH:8]=1.B(Br)(Br)Br.C(=O)(O)[O-].[Na+]>ClCCl>[F:24][C:2]([F:1])([F:23])[CH2:3][CH2:4][CH2:5][O:6][C:7]1[CH:8]=[CH:9][C:10]([C:13]2[O:17][C:16](=[O:18])[N:15]([CH2:19][CH2:20][OH:21])[N:14]=2)=[CH:11][CH:12]=1 |f:2.3|. Procedure details: To a solution of 0.70 g of 5-[4-(4,4,4-trifluorobutoxy)phenyl]-3-methoxyethyl-1,3,4-oxadiazol-2(3H)-one in 10 ml of dichloromethane are added dropwise 1.2 g of boron tribromide. The mixture is left to react overnight and is then treated with aqueous sodium bicarbonate solution and extracted with dichloromethane. The organic phase is washed with water, dried over sodium sulphate and concentrated. The crude product obtained is purified on a column of silica with a 1/1 mixture of ethyl acetate and ... Starting materials: O=C(Cl)OCc1ccccc1, NC(CSc1ccccc1[N+](=O)[O-])C(=O)O, [Na+], [OH-]. Yields the product O=C(NC(CSc1ccccc1[N+](=O)[O-])C(=O)O)OCc1ccccc1. RXN SMILES: [Cl:17][C:18](=[O:19])[O:20][CH2:21][c:22]1[cH:23][cH:24][cH:25][cH:26][cH:27]1.[N+:1](=[O:2])([O-:3])[c:4]1[c:5]([S:10][CH2:11][CH:12]([NH2:13])[C:14](=[O:15])[OH:16])[cH:6][cH:7][cH:8][cH:9]1.[Na+:29].[OH-:28]>>[N+:1](=[O:2])([O-:3])[c:4]1[c:5]([S:10][CH2:11][CH:12]([NH:13][C:18](=[O:19])[O:20][CH2:21][c:22]2[cH:23][cH:24][cH:25][cH:26][cH:27]2)[C:14](=[O:15])[OH:16])[cH:6][cH:7][cH:8][cH:9]1. Starting materials: BrC1=CC(=C(C(=O)O)C=C1C)F (4-bromo-2-fluoro-5-methylbenzoic acid), O=S(Cl)Cl (SOCl2), CO (CH3OH). Conditions: temperature 80 celsius. Product: BrC1=CC(=C(C(=O)OC)C=C1C)F (methyl 4-bromo-2-fluoro-5-methylbenzoate). Reaction SMILES: [Br:1][C:2]1[C:10]([CH3:11])=[CH:9][C:5]([C:6]([OH:8])=[O:7])=[C:4]([F:12])[CH:3]=1.O=S(Cl)Cl.[CH3:17]O>>[Br:1][C:2]1[C:10]([CH3:11])=[CH:9][C:5]([C:6]([O:8][CH3:17])=[O:7])=[C:4]([F:12])[CH:3]=1. Procedure details: To a solution of 4-bromo-2-fluoro-5-methylbenzoic acid (i-2a) (1.87 g, 8 mmol) in CH3OH (50 mL) at 0° C. was added SOCl2 (6 mL, 80 mmol) dropwise. Then the mixture was heated to 80° C. for 2 h. The solvent was removed in vacuo and the residue was diluted with EtOAc and washed with H2O, brine, dried over anhydrous Na2SO4, and concentrated. The resulting crude solid was washed with PE to give the title compound as a yellow solid. 1H NMR (400 MHz, CDCl3) δ 7.80 (1H, d), 7.37 (1H, d), 3.92 (3H, s), ...